This data is from the Open Reaction Database (ORD), a public repository of structured organic reaction records. The task is: describe an organic reaction: reactants, conditions, products, and yield The reactants are [Al], C#Cc1ccccc1, CCNCC, ClC(Cl)Cl, I[Cu]I, CN(C)C=O, Ic1ccc2ncnc(Nc3ccc4[nH]ccc4c3)c2c1. Product: C(#Cc1ccc2ncnc(Nc3ccc4[nH]ccc4c3)c2c1)c1ccccc1. As a reaction SMILES: [Al:40].[C:22](#[CH:23])[c:24]1[cH:25][cH:26][cH:27][cH:28][cH:29]1.[CH2:30]([NH:31][CH2:32][CH3:33])[CH3:34].[CH:41]([Cl:42])([Cl:43])[Cl:44].[Cu:45]([I:46])[I:47].[O:35]=[CH:36][N:37]([CH3:38])[CH3:39].[nH:1]1[cH:2][cH:3][c:4]2[cH:5][c:6]([NH:10][c:11]3[n:12][cH:13][n:14][c:15]4[cH:16][cH:17][c:18]([I:21])[cH:19][c:20]34)[cH:7][cH:8][c:9]12>>[nH:1]1[cH:2][cH:3][c:4]2[cH:5][c:6]([NH:10][c:11]3[n:12][cH:13][n:14][c:15]4[cH:16][cH:17][c:18]([C:23]#[C:22][c:24]5[cH:25][cH:26][cH:27][cH:28][cH:29]5)[cH:19][c:20]34)[cH:7][cH:8][c:9]12. Reactants: ClC1=NC(=NC(=C1)C1=C(C=CC(=C1)Cl)OCC)N (4-chloro-6-(5-chloro-2-ethoxy-phenyl)-pyrimidin-2-ylamine), BrC=1C=C(C=CC1)B(O)O (3-bromophenyl boronic acid), NC1=NC(=CC(=N1)Cl)Cl (2-amino-4,6-dichloropyrimidine). The product is ClC1=NC(=NC(=C1)C1=CC(=CC=C1)Br)N (4-Chloro-6-(3-bromo-phenyl)-pyrimidin-2-ylamine). As a reaction SMILES: [Cl:1][C:2]1[CH:7]=[C:6]([C:8]2[CH:13]=[C:12](Cl)[CH:11]=[CH:10][C:9]=2OCC)[N:5]=[C:4]([NH2:18])[N:3]=1.[Br:19]C1C=C(B(O)O)C=CC=1.NC1N=C(Cl)C=C(Cl)N=1>>[Cl:1][C:2]1[CH:7]=[C:6]([C:8]2[CH:9]=[CH:10][CH:11]=[C:12]([Br:19])[CH:13]=2)[N:5]=[C:4]([NH2:18])[N:3]=1. Procedure details: 4-Chloro-6-(3-bromo-phenyl)-pyrimidin-2-ylamine was prepared according to the method described for 4-chloro-6-(5-chloro-2-ethoxy-phenyl)-pyrimidin-2-ylamine (Example 53) using 3-bromophenyl boronic acid and 2-amino-4,6-dichloropyrimidine. Reactants: C(C)(C)(C)OC(C1=CC=C(C=C1)NC1CCN(CC1)C1=NC2=CC(=C(C=C2C(=N1)NC1=CC=C(C=C1)C)OC)OC)=O (4-[1-(6,7-Dimethoxy-4-p-tolylaminoquinazolin-2-yl)piperidin-4-ylamino]benzoic acid tert-butyl ester). The solvent is FC(C(=O)O)(F)F (trifluoroacetic acid). Reaction conditions: temperature 25 celsius, time 12 hour. Product: COC=1C=C2C(=NC(=NC2=CC1OC)N1CCC(CC1)NC1=CC=C(C(=O)O)C=C1)NC1=CC=C(C=C1)C (4-[1-(6,7-Dimethoxy-4-p-tolylaminoquinazolin-2-yl)piperidin-4-ylamino]benzoic acid). The yield is 139.1%. As a reaction SMILES: C([O:5][C:6](=[O:42])[C:7]1[CH:12]=[CH:11][C:10]([NH:13][CH:14]2[CH2:19][CH2:18][N:17]([C:20]3[N:29]=[C:28]([NH:30][C:31]4[CH:36]=[CH:35][C:34]([CH3:37])=[CH:33][CH:32]=4)[C:27]4[C:22](=[CH:23][C:24]([O:40][CH3:41])=[C:25]([O:38][CH3:39])[CH:26]=4)[N:21]=3)[CH2:16][CH2:15]2)=[CH:9][CH:8]=1)(C)(C)C>FC(F)(F)C(O)=O>[CH3:39][O:38][C:25]1[CH:26]=[C:27]2[C:22](=[CH:23][C:24]=1[O:40][CH3:41])[N:21]=[C:20]([N:17]1[CH2:18][CH2:19][CH:14]([NH:13][C:10]3[CH:11]=[CH:12][C:7]([C:6]([OH:42])=[O:5])=[CH:8][CH:9]=3)[CH2:15][CH2:16]1)[N:29]=[C:28]2[NH:30][C:31]1[CH:32]=[CH:33][C:34]([CH3:37])=[CH:35][CH:36]=1. Reported procedure: A solution of (16) (0.040 g, 0.07 mmol) in trifluoroacetic acid (5 mL) was capped with a drying tube and stirred at 25° C. for 12 h. The reaction mixture was evaporated to a light brown solid residue (0.05 g, quantitative yield); 1H NMR (DMSO) δ 12.10 (br s, 1H), 10.56 (br s, 1H), 7.92 (s, 1H) 7.67 (d, 2H, J=8.5), 7.51 (d, 2H, J=8.3), 7.27 (s, 1H), 7.26 (d, 2H, J=7.9), 6.64 (d, 2H, J=8.4), 4.32 (d, 2H, J=12.6), 3.91 (s, 3H), 3.89 (s, 3H), 3.68 (m, 1H), 3.36 (t, 2H, J=10.7), 2.32 (s, 3H), 2.05 (d... Starting materials: N[C@]12[C@@H]([C@H]3CC[C@@H]4[C@]5(CC=C(C([C@@H]5CC[C@]4([C@@]3(CC1)C)C)(C)C)C1=CCC(CC1)C(=O)OCC)C)[C@@H](CC2)C(=C)C (ethyl 4-((1R,3 aS,5aR,5bR,7aR,11aS,11bR,13aR,13bR)-3a-amino-5a,5b,8,8,11a-pentamethyl-1-(prop-1-en-2-yl)-2,3,3a,4,5,5a,5b,6,7,7a,8,11,11a,11b,12,13,13a,13b-octadecahydro-1H-cyclopenta[a]chrysen-9-yl)cyclohex-3-enecarboxylate), BrCCCl (1-bromo-2-chloroethane), P(O)(O)(O)=O (phosphoric acid), [K] (potassium). As a reaction SMILES: [NH2:1][C@:2]12[CH2:38][CH2:37][C@@H:36]([C:39]([CH3:41])=[CH2:40])[C@@H:3]1[C@@H:4]1[C@@:17]([CH3:20])([CH2:18][CH2:19]2)[C@@:16]2([CH3:21])[C@@H:7]([C@:8]3([CH3:35])[C@@H:13]([CH2:14][CH2:15]2)[C:12]([CH3:23])([CH3:22])[C:11]([C:24]2[CH2:29][CH2:28][CH:27]([C:30]([O:32][CH2:33][CH3:34])=[O:31])[CH2:26][CH:25]=2)=[CH:10][CH2:9]3)[CH2:6][CH2:5]1.Br[CH2:43][CH2:44]Cl.P(=O)(O)(O)O.[K]>C(#N)C>[N:1]1([C@:2]23[CH2:38][CH2:37][C@@H:36]([C:39]([CH3:41])=[CH2:40])[C@@H:3]2[C@@H:4]2[C@@:17]([CH3:20])([CH2:18][CH2:19]3)[C@@:16]3([CH3:21])[C@@H:7]([C@:8]4([CH3:35])[C@@H:13]([CH2:14][CH2:15]3)[C:12]([CH3:23])([CH3:22])[C:11]([C:24]3[CH2:29][CH2:28][CH:27]([C:30]([O:32][CH2:33][CH3:34])=[O:31])[CH2:26][CH:25]=3)=[CH:10][CH2:9]4)[CH2:6][CH2:5]2)[CH2:44][CH2:43]1 |^1:50|. Reaction conditions: temperature 120 celsius. Procedure: To a sealable vial was added ethyl 4-((1R,3 aS,5aR,5bR,7aR,11aS,11bR,13aR,13bR)-3a-amino-5a,5b,8,8,11a-pentamethyl-1-(prop-1-en-2-yl)-2,3,3a,4,5,5a,5b,6,7,7a,8,11,11a,11b,12,13,13a,13b-octadecahydro-1H-cyclopenta[a]chrysen-9-yl)cyclohex-3-enecarboxylate (0.2 g, 0.356 mmol), 1-bromo-2-chloroethane (0.295 mL, 3.56 mmol) and phosphoric acid, potassium salt (0.378 g, 1.780 mmol). The mixture was diluted with acetonitrile (5 mL), was flushed with nitrogen, then sealed and heated to 120° C. After 24 h... Yields the product N1(CC1)[C@]12[C@@H]([C@H]3CC[C@@H]4[C@]5(CC=C(C([C@@H]5CC[C@]4([C@@]3(CC1)C)C)(C)C)C1=CCC(CC1)C(=O)OCC)C)[C@@H](CC2)C(=C)C (ethyl 4-((1R,3aS,5aR,5bR,7aR,11aS,11bR,13aR,13bR)-3a-(aziridin-1-yl)-5a,5b,8,8,11a-pentamethyl-1-(prop-1-en-2-yl)-2,3,3a,4,5,5a,5b,6,7,7a,8,11,11a,11b,12,13,13a,13b-octadecahydro-1H-cyclopenta[a]chrysen-9-yl)cyclohex-3-enecarboxylate). Yield: 100.3%. Run in C(C)#N (acetonitrile). Starting materials: ClC1=CC=C(C=C1)C(=O)NCC1=CC=C(S1)S(=O)(=O)Cl (5-({[1-(4-Chloro-phenyl)-methanoyl]-amino}-methyl)-thiophene-2-sulfonyl chloride), CCN(C(C)C)C(C)C (i-Pr2NEt), NCC(=O)OC(C)(C)C.Cl (H-Gly-OtBu.HCl). Run in CN(C)C=O (DMF), C(Cl)Cl (CH2Cl2), C(Cl)Cl (CH2Cl2). Conditions: time 8 hour. Yields the product C(C)(C)(C)OC(CNS(=O)(=O)C=1SC(=CC1)CNC(=O)C1=CC=C(C=C1)Cl)=O ([5-({[1-(4-Chloro-phenyl)-methanoyl]-amino}-methyl)-thiophene-2-sulfonylamino]-acetic acid tert-butyl ester). The yield is 62.9%. Reaction SMILES: [NH2:1][CH2:2][C:3]([O:5][C:6]([CH3:9])([CH3:8])[CH3:7])=[O:4].Cl.CCN(C(C)C)C(C)C.[Cl:20][C:21]1[CH:26]=[CH:25][C:24]([C:27]([NH:29][CH2:30][C:31]2[S:35][C:34]([S:36](Cl)(=[O:38])=[O:37])=[CH:33][CH:32]=2)=[O:28])=[CH:23][CH:22]=1>C(Cl)Cl.CN(C=O)C>[C:6]([O:5][C:3](=[O:4])[CH2:2][NH:1][S:36]([C:34]1[S:35][C:31]([CH2:30][NH:29][C:27]([C:24]2[CH:25]=[CH:26][C:21]([Cl:20])=[CH:22][CH:23]=2)=[O:28])=[CH:32][CH:33]=1)(=[O:38])=[O:37])([CH3:9])([CH3:8])[CH3:7] |f:0.1|. Procedure details: H-Gly-OtBu.HCl (263 mg, 1.57 mmol) is dissolved in 20 ml CH2Cl2. pH is adjusted to 9 using i-Pr2NEt as a base (537 μl, 3.14 mmol). To this solution is added dropwise 1b (500 mg, 1.43 mmol) in 10 ml DMF. The reaction is stirred overnight. 30 ml of CH2Cl2 are added and the organic phase washed with HCl (0.1N) and sat. NaCl sol. Drying over MgSO4 and evaporating the solvent to dryness affords 1c (400 mg, 63%) as a white solid. mp °C., 1H NMR (d6-DMSO) δ 9.34 (t, J=6.40 Hz, 1H), 8.25 (t, J=6.40 Hz, ... Reactants: C/C/1=C(/C(=O)OC1=O)\C (dimethylmaleic acid anhydride), Cl (hydrochloric acid), NCC1=CC=C(C(=O)O)C=C1 (4-(aminomethyl)-benzoic acid), Cl (hydrochloric acid). Solvent: [OH-].[Na+] (sodium hydroxide), CC(=O)N(C)C (dimethylacetamide). Run at temperature 90 celsius. The product is CC=1C(N(C(C1C)=O)CC1=CC=C(C(=O)Cl)C=C1)=O (4-[(2,5-dihydro-3,4-dimethyl-2,5-dioxo-pyrrol-1-yl)methyl]-benzoic acid chloride). RXN SMILES: [NH2:1][CH2:2][C:3]1[CH:11]=[CH:10][C:6]([C:7]([OH:9])=O)=[CH:5][CH:4]=1.[CH3:12][C:13]1=[C:14]([CH3:20])[C:15]([O:17][C:18]1=O)=[O:16].[ClH:21]>[OH-].[Na+].CC(N(C)C)=O>[CH3:12][C:13]1[C:18](=[O:17])[N:1]([CH2:2][C:3]2[CH:4]=[CH:5][C:6]([C:7]([Cl:21])=[O:9])=[CH:10][CH:11]=2)[C:15](=[O:16])[C:14]=1[CH3:20] |f:3.4|. Reported procedure: 100 g (0.66 mol) of 4-(aminomethyl)-benzoic acid are dissolved in sodium hydroxide solution (26.4 g of NaOH in 300 ml of water). There is added dropwise to that solution, with stirring, a solution of 83.3 g of dimethylmaleic acid anhydride in 500 ml of dimethylacetamide. The reaction solution is then heated at 90° C. and, after 1.5 hours, 330 ml of aqueous hydrochloric acid (2N) are added. After the addition of hydrochloric acid the solution is cooled to room temperature and the stirrer is switc...